From a dataset of the Open Reaction Database (ORD), a public repository of structured organic reaction records. describe an organic reaction: reactants, conditions, products, and yield The reactants are C(C1=CC=CC=C1)NC1=NC=C(C(N1C)=O)C1=CC(=C(C=C1)OC1=C2C(=NC=C1)C=C(S2)I)F (2-(benzylamino)-5-(3-fluoro-4-(2-iodothieno[3,2-b]pyridin-7-yloxy)phenyl)-3-methylpyrimidin-4(3H)-one), N1(CCOCC1)C(=O)C1=CC=C(C=C1)B(O)O (4-(morpholine-4-carbonyl)phenylboronic acid), [Cl-].[Li+] (lithium chloride). The reagents and catalysts are C=1C=CC(=CC1)[P](C=2C=CC=CC2)(C=3C=CC=CC3)[Pd]([P](C=4C=CC=CC4)(C=5C=CC=CC5)C=6C=CC=CC6)([P](C=7C=CC=CC7)(C=8C=CC=CC8)C=9C=CC=CC9)[P](C=1C=CC=CC1)(C=1C=CC=CC1)C=1C=CC=CC1 (Pd(PPh3)4). Run in O1CCOCC1 (dioxane), C(=O)([O-])[O-].[Na+].[Na+] (Na2CO3). Reaction conditions: temperature 100 celsius, time 30 minute. Yields the product C(C1=CC=CC=C1)NC1=NC=C(C(N1C)=O)C1=CC(=C(C=C1)OC1=C2C(=NC=C1)C=C(S2)C2=CC=C(C=C2)C(=O)N2CCOCC2)F (2-(benzylamino)-5-(3-fluoro-4-(2-(4-(morpholine-4-carbonyl)phenyl)thieno[3,2-b]pyridin-7-yloxy)phenyl)-3-methylpyrimidin-4(3H)-one). As a reaction SMILES: [CH2:1]([NH:8][C:9]1[N:14]([CH3:15])[C:13](=[O:16])[C:12]([C:17]2[CH:22]=[CH:21][C:20]([O:23][C:24]3[CH:29]=[CH:28][N:27]=[C:26]4[CH:30]=[C:31](I)[S:32][C:25]=34)=[C:19]([F:34])[CH:18]=2)=[CH:11][N:10]=1)[C:2]1[CH:7]=[CH:6][CH:5]=[CH:4][CH:3]=1.[N:35]1([C:41]([C:43]2[CH:48]=[CH:47][C:46](B(O)O)=[CH:45][CH:44]=2)=[O:42])[CH2:40][CH2:39][O:38][CH2:37][CH2:36]1.[Cl-].[Li+]>O1CCOCC1.C([O-])([O-])=O.[Na+].[Na+].C1C=CC([P]([Pd]([P](C2C=CC=CC=2)(C2C=CC=CC=2)C2C=CC=CC=2)([P](C2C=CC=CC=2)(C2C=CC=CC=2)C2C=CC=CC=2)[P](C2C=CC=CC=2)(C2C=CC=CC=2)C2C=CC=CC=2)(C2C=CC=CC=2)C2C=CC=CC=2)=CC=1>[CH2:1]([NH:8][C:9]1[N:14]([CH3:15])[C:13](=[O:16])[C:12]([C:17]2[CH:22]=[CH:21][C:20]([O:23][C:24]3[CH:29]=[CH:28][N:27]=[C:26]4[CH:30]=[C:31]([C:46]5[CH:45]=[CH:44][C:43]([C:41]([N:35]6[CH2:40][CH2:39][O:38][CH2:37][CH2:36]6)=[O:42])=[CH:48][CH:47]=5)[S:32][C:25]=34)=[C:19]([F:34])[CH:18]=2)=[CH:11][N:10]=1)[C:2]1[CH:7]=[CH:6][CH:5]=[CH:4][CH:3]=1 |f:2.3,5.6.7,^1:69,71,90,109|. Procedure details: A suspension of 2-(benzylamino)-5-(3-fluoro-4-(2-iodothieno[3,2-b]pyridin-7-yloxy)phenyl)-3-methylpyrimidin-4(3H)-one (0.0157 g, 0.0269 mmol), 4-(morpholine-4-carbonyl)phenylboronic acid (0.008 g, 0.032 mmol), Pd(PPh3)4 (0.002 g, 0.002 mmol) and lithium chloride (0.005 g, 0.107 mmol) in dioxane (0.5 mL) and 2M aqueous Na2CO3 (0.5 mL) was stirred at 100° C. for 30 minutes. The reaction mixture was cooled to room temperature and then partitioned between EtOAc and H2O. The layers were separated and... Starting materials: BrC1=CC(=C(C#N)C=C1)Cl (4-Bromo-2-chlorobenzonitrile), C1CCOC1 (THF), C(=O)([O-])[O-].[Na+].[Na+] (Na2CO3), O1C(CCCC1)N1N=CC=C1B1OC(C)(C)C(C)(C)O1 (1-(Tetrahydro-2H-pyran-2-yl)-1H-pyrazole-5-boronic acid pinacol ester). Reagents/catalysts: [Br-].C(CCC)[N+](CCCC)(CCCC)CCCC (tetrabutylammonium bromide), Cl[Pd]([P](C1=CC=CC=C1)(C2=CC=CC=C2)C3=CC=CC=C3)([P](C4=CC=CC=C4)(C5=CC=CC=C5)C6=CC=CC=C6)Cl (Bis(triphenylphosphine)-palladium(II) chloride). The solvent is C1(=CC=CC=C1)C (toluene), O (water), O (water). Reaction conditions: temperature 42 celsius, time 1 hour. Product: ClC1=C(C#N)C=CC(=C1)C1=CC=NN1C1OCCCC1 (2-Chloro-4-(1-(tetrahydro-2H-pyran-2-yl)-1H-pyrazol-5-yl)benzonitrile). The yield is 91.0%. RXN SMILES: Br[C:2]1[CH:9]=[CH:8][C:5]([C:6]#[N:7])=[C:4]([Cl:10])[CH:3]=1.C1COCC1.C([O-])([O-])=O.[Na+].[Na+].[O:22]1[CH2:27][CH2:26][CH2:25][CH2:24][CH:23]1[N:28]1[C:32](B2OC(C)(C)C(C)(C)O2)=[CH:31][CH:30]=[N:29]1>[Br-].C([N+](CCCC)(CCCC)CCCC)CCC.Cl[Pd](Cl)([P](C1C=CC=CC=1)(C1C=CC=CC=1)C1C=CC=CC=1)[P](C1C=CC=CC=1)(C1C=CC=CC=1)C1C=CC=CC=1.O.C1(C)C=CC=CC=1>[Cl:10][C:4]1[CH:3]=[C:2]([C:32]2[N:28]([CH:23]3[CH2:24][CH2:25][CH2:26][CH2:27][O:22]3)[N:29]=[CH:30][CH:31]=2)[CH:9]=[CH:8][C:5]=1[C:6]#[N:7] |f:2.3.4,6.7,^1:62,81|. Reported procedure: 4-Bromo-2-chlorobenzonitrile (30 g, 139 mmol), 90 ml of THF and 360 ml of toluene were placed in reaction vessel under nitrogen atmosphere. Bis(triphenylphosphine)-palladium(II) chloride (4.57 g, 6.51 mmol), Na2CO3 (33.1 g, 312 mmol), 180 ml of water and tetrabutylammonium bromide (0.894 g, 2.77 mmol) were added. The reaction mixture was heated up to 42° C. 1-(Tetrahydro-2H-pyran-2-yl)-1H-pyrazole-5-boronic acid pinacol ester (42.4 g; 152 mmol) was added in three portions within one hour. The re... Starting materials: ClC=1C=C(C=C(C1)Cl)SC1=C(N=C(N1CC1=CC=NC=C1)CO)C(C)C (5-(3,5-Dichlorophenylthio)-4-isoproyl-1-(4-pyridylmethyl)-2-hydroxymethyl-1H-imidazole), C(CCCCCCC)(=O)N=C=O (octanoyl isocyanate), 101-1048, C(N)([O-])=O (carbamate). Yields the product C(CCCCCCC)(=O)NC(OCC=1N(C(=C(N1)C(C)C)SC1=CC(=CC(=C1)Cl)Cl)CC1=CC=NC=C1)=O (5-(3,5-Dichlorophenylthio)-4-isopropyl-1-(4-pyridylmethyl)-1H-imidazol-2-ylmethyl octanoylcarbamate). Yield: 56.0%. Reaction SMILES: [Cl:1][C:2]1[CH:3]=[C:4]([S:9][C:10]2[N:14]([CH2:15][C:16]3[CH:21]=[CH:20][N:19]=[CH:18][CH:17]=3)[C:13]([CH2:22][OH:23])=[N:12][C:11]=2[CH:24]([CH3:26])[CH3:25])[CH:5]=[C:6]([Cl:8])[CH:7]=1.C(=O)([O-])N.[C:31]([N:40]=[C:41]=[O:42])(=[O:39])[CH2:32][CH2:33][CH2:34][CH2:35][CH2:36][CH2:37][CH3:38]>>[C:31]([NH:40][C:41](=[O:42])[O:23][CH2:22][C:13]1[N:14]([CH2:15][C:16]2[CH:21]=[CH:20][N:19]=[CH:18][CH:17]=2)[C:10]([S:9][C:4]2[CH:3]=[C:2]([Cl:1])[CH:7]=[C:6]([Cl:8])[CH:5]=2)=[C:11]([CH:24]([CH3:26])[CH3:25])[N:12]=1)(=[O:39])[CH2:32][CH2:33][CH2:34][CH2:35][CH2:36][CH2:37][CH3:38]. Procedure details: The compound 89 (101-1048 (816 mg, 2.00 mmol) was converted to the carbamate with octanoyl isocyanate (5 eq.) in the same manner as the example 66 to give the compound 91 (650 mg, 56%) as crystals. Mp. 139-141° C. Rf 0.34 (EtOAc). Starting materials: C(=O)C1=C(OCC#N)C=C(C=C1)C (2-(2-formyl-5-methylphenoxy)acetonitrile), [OH-].[K+] (KOH), O (H2O), Cl (HCl). The solvent is CCO (EtOH). Product: CC1=CC2=C(C=C(O2)C(=O)O)C=C1 (6-methylbenzofuran-2-carboxylic acid). Reaction SMILES: [CH:1]([C:3]1[CH:12]=[CH:11][C:10]([CH3:13])=[CH:9][C:4]=1[O:5][CH2:6][C:7]#N)=O.[OH-:14].[K+].Cl.[OH2:17]>CCO>[CH3:13][C:10]1[CH:11]=[CH:12][C:3]2[CH:1]=[C:6]([C:7]([OH:17])=[O:14])[O:5][C:4]=2[CH:9]=1 |f:1.2|. Procedure: To a solution of 2-(2-formyl-5-methylphenoxy)acetonitrile (11.12 g, 63.5 mmol) in 244 mL of EtOH was added KOH (14.85 g, 265 mmol), and the mixture was refluxed overnight. The reaction mixture was cooled to room temperature and the solvent was evaporated until a thick slurry was obtained, which was diluted with 204 mL H2O. To the resulting solution was added concentrated HCl, a white precipitate formed, and the mixture was filtered, the solid was washed with H2O and dried under the vacuum oven a... As a reaction SMILES: [CH3:20][N:21]1[CH2:22][CH2:23][NH:24][CH2:25][CH2:26]1.[CH3:27][S:28]([CH3:29])=[O:30].[Cl:1][c:2]1[c:3]([F:19])[cH:4][c:5]2[c:6](=[O:18])[c:7]([C:15](=[O:16])[OH:17])[cH:8][n:9]([CH:12]3[CH2:13][CH2:14]3)[c:10]2[cH:11]1>>[c:2]1([N:24]2[CH2:23][CH2:22][N:21]([CH3:20])[CH2:26][CH2:25]2)[c:3]([F:19])[cH:4][c:5]2[c:6](=[O:18])[c:7]([C:15](=[O:16])[OH:17])[cH:8][n:9]([CH:12]3[CH2:13][CH2:14]3)[c:10]2[cH:11]1. Reactants: CN1CCNCC1, CS(C)=O, O=C(O)c1cn(C2CC2)c2cc(Cl)c(F)cc2c1=O. Product: CN1CCN(c2cc3c(cc2F)c(=O)c(C(=O)O)cn3C2CC2)CC1. The product is C(CCC)OC1=C(C=CC=C1)C1=NC(C2=NC=NC2=N1)=O (2-(2-Butoxyphenyl)-6-purinone). Reported procedure: In a similar manner to Example 1 reaction of 4,5-diamino-2-(2-butoxyphenyl)pyrimidin-6-one sulphate (1.5 g) with formamide (5 ml) afforded the title compound, 0.65 g, m.p. 247°-248° C., (recrystallised from ethanol). Reaction SMILES: S(O)(O)(=O)=O.[NH2:6][C:7]1[N:8]=[C:9]([C:15]2[CH:20]=[CH:19][CH:18]=[CH:17][C:16]=2[O:21][CH2:22][CH2:23][CH2:24][CH3:25])[NH:10][C:11](=[O:14])[C:12]=1[NH2:13].[CH:26](N)=O>>[CH2:22]([O:21][C:16]1[CH:17]=[CH:18][CH:19]=[CH:20][C:15]=1[C:9]1[N:8]=[C:7]2[C:12](=[N:13][CH:26]=[N:6]2)[C:11](=[O:14])[N:10]=1)[CH2:23][CH2:24][CH3:25] |f:0.1|. Starting materials: S(=O)(=O)(O)O.NC=1N=C(NC(C1N)=O)C1=C(C=CC=C1)OCCCC (4,5-diamino-2-(2-butoxyphenyl)pyrimidin-6-one sulphate), C(=O)N (formamide). Reactants: BrC=1C=C(C=CC1OC)CCNC1=NC=C(C=N1)CC (N-[2-(3-bromo-4-methoxyphenyl)ethyl]-5-ethylpyrimidin-2-amine), FC(OC1=CC=C(CBr)C=C1)(F)F (4-trifluoromethoxy benzyl bromide). Yields the product BrC1=C(C=CC(=C1)CCN(CC1=CC=C(C=C1)OC(F)(F)F)C1=NC=C(C=N1)CC)O (2-Bromo-4-(2-{(5-ethylpyrimidin-2-yl)[4-(trifluoromethoxy)benzyl]amino}ethyl)phenol). As a reaction SMILES: [Br:1][C:2]1[CH:3]=[C:4]([CH2:10][CH2:11][NH:12][C:13]2[N:18]=[CH:17][C:16]([CH2:19][CH3:20])=[CH:15][N:14]=2)[CH:5]=[CH:6][C:7]=1[O:8]C.[F:21][C:22]([F:33])([F:32])[O:23][C:24]1[CH:31]=[CH:30][C:27]([CH2:28]Br)=[CH:26][CH:25]=1>>[Br:1][C:2]1[CH:3]=[C:4]([CH2:10][CH2:11][N:12]([C:13]2[N:18]=[CH:17][C:16]([CH2:19][CH3:20])=[CH:15][N:14]=2)[CH2:28][C:27]2[CH:30]=[CH:31][C:24]([O:23][C:22]([F:21])([F:32])[F:33])=[CH:25][CH:26]=2)[CH:5]=[CH:6][C:7]=1[OH:8]. Reported procedure: Similarly prepared from N-[2-(3-bromo-4-methoxyphenyl)ethyl]-5-ethylpyrimidin-2-amine and 4-trifluoromethoxy benzyl bromide.